From a dataset of the Open Reaction Database (ORD), a public repository of structured organic reaction records. describe an organic reaction: reactants, conditions, products, and yield Starting materials: CC(C)(C)OC(=O)Nc1cc(CSc2ncccc2-c2nnc(Nc3ccccc3)o2)ccn1, Cl, C1COCCO1. Product: Cl, Nc1cc(CSc2ncccc2-c2nnc(Nc3ccccc3)o2)ccn1. RXN SMILES: [C:1]([O:2][C:3](=[O:4])[NH:8][c:9]1[n:10][cH:11][cH:12][c:13]([CH2:15][S:16][c:17]2[n:18][cH:19][cH:20][cH:21][c:22]2-[c:23]2[n:24][n:25][c:26]([NH:28][c:29]3[cH:30][cH:31][cH:32][cH:33][cH:34]3)[o:27]2)[cH:14]1)([CH3:5])([CH3:6])[CH3:7].[ClH:35].[O:36]1[CH2:37][CH2:38][O:39][CH2:40][CH2:41]1>>[ClH:35].[NH2:8][c:9]1[n:10][cH:11][cH:12][c:13]([CH2:15][S:16][c:17]2[n:18][cH:19][cH:20][cH:21][c:22]2-[c:23]2[n:24][n:25][c:26]([NH:28][c:29]3[cH:30][cH:31][cH:32][cH:33][cH:34]3)[o:27]2)[cH:14]1. Reactants: C(C)N (EtNH2), solution, COC(=O)C=1N=NN(C1N(C1=CC=C(C=C1)N1CCOCC1)C(=O)OC(C)(C)C)C1=C(C=C(C(=C1)C(C)C)OCC1=CC=CC=C1)OCC1=CC=CC=C1 (1-(2,4-bis-benzyloxy-5-isopropyl-phenyl)-5-[tert-butoxycarbonyl-(4-morpholin-4-yl-phenyl)-amino]-1H-[1,2,3]triazole-4-carboxylic acid methyl ester). Run in CO (MeOH). Run at temperature 80 celsius. Yields the product C(C)(C)(C)OC(N(C1=CC=C(C=C1)N1CCOCC1)C=1N(N=NC1C(NCC)=O)C1=C(C=C(C(=C1)C(C)C)OCC1=CC=CC=C1)OCC1=CC=CC=C1)=O ([3-(2,4-bis-benzyloxy-5-isopropyl-phenyl)-5-ethylcarbamoyl-3H-[1,2,3]triazol-4-yl]-(4-morpholin-4-yl-phenyl)-carbamic acid tert-butyl ester). As a reaction SMILES: [CH2:1]([NH2:3])[CH3:2].CO[C:6]([C:8]1[N:9]=[N:10][N:11]([C:33]2[CH:38]=[C:37]([CH:39]([CH3:41])[CH3:40])[C:36]([O:42][CH2:43][C:44]3[CH:49]=[CH:48][CH:47]=[CH:46][CH:45]=3)=[CH:35][C:34]=2[O:50][CH2:51][C:52]2[CH:57]=[CH:56][CH:55]=[CH:54][CH:53]=2)[C:12]=1[N:13]([C:26]([O:28][C:29]([CH3:32])([CH3:31])[CH3:30])=[O:27])[C:14]1[CH:19]=[CH:18][C:17]([N:20]2[CH2:25][CH2:24][O:23][CH2:22][CH2:21]2)=[CH:16][CH:15]=1)=[O:7]>CO>[C:29]([O:28][C:26](=[O:27])[N:13]([C:12]1[N:11]([C:33]2[CH:38]=[C:37]([CH:39]([CH3:40])[CH3:41])[C:36]([O:42][CH2:43][C:44]3[CH:45]=[CH:46][CH:47]=[CH:48][CH:49]=3)=[CH:35][C:34]=2[O:50][CH2:51][C:52]2[CH:57]=[CH:56][CH:55]=[CH:54][CH:53]=2)[N:10]=[N:9][C:8]=1[C:6](=[O:7])[NH:3][CH2:1][CH3:2])[C:14]1[CH:19]=[CH:18][C:17]([N:20]2[CH2:21][CH2:22][O:23][CH2:24][CH2:25]2)=[CH:16][CH:15]=1)([CH3:31])([CH3:30])[CH3:32]. Procedure details: EtNH2 (1.5 ml of a solution 2 M in MeOH) was added to 1-(2,4-bis-benzyloxy-5-isopropyl-phenyl)-5-[tert-butoxycarbonyl-(4-morpholin-4-yl-phenyl)-amino]-1H-[1,2,3]triazole-4-carboxylic acid methyl ester (110 mg, 0.15 mmol) and the mixture was heated to 80° C. for 24 hours in a sealed tube. The solvent and the excess of amine were removed under reduced pressure and the residue was used in the next reaction without any purification.